This data is from the Open Reaction Database (ORD), a public repository of structured organic reaction records. The task is: describe an organic reaction: reactants, conditions, products, and yield Starting materials: resultant product, C(C)(C)(C)OC(=O)NNC(=O)C=1N=C(SC1)SCC(=O)NC[C@H]1CN(CCO1)CC1=CC(=C(C=C1)Cl)Cl ((2S)-[4-(N′-tert-butoxycarbonyl-hydrazinocarbonyl)thiazol-2-ylthio]-N-{[4-(3,4-dichlorobenzyl)morpholin-2-yl]methyl}acetamide), FC(C(=O)O)(F)F (trifluoroacetic acid). Run in C(Cl)Cl (methylene chloride). Run at time 8 hour. Product: ClC=1C=C(CN2C[C@@H](OCC2)CNC(CSC=2SC=C(N2)C(=O)NN)=O)C=CC1Cl ((2S)-N-{[4-(3,4-dichlorobenzyl)morpholin-2-yl]methyl}-[4-(hydrazinocarbonyl)thiazol-2-ylthio]acetamide). Reaction SMILES: C(OC([NH:8][NH:9][C:10]([C:12]1[N:13]=[C:14]([S:17][CH2:18][C:19]([NH:21][CH2:22][C@@H:23]2[O:28][CH2:27][CH2:26][N:25]([CH2:29][C:30]3[CH:35]=[CH:34][C:33]([Cl:36])=[C:32]([Cl:37])[CH:31]=3)[CH2:24]2)=[O:20])[S:15][CH:16]=1)=[O:11])=O)(C)(C)C.FC(F)(F)C(O)=O>C(Cl)Cl>[Cl:37][C:32]1[CH:31]=[C:30]([CH:35]=[CH:34][C:33]=1[Cl:36])[CH2:29][N:25]1[CH2:26][CH2:27][O:28][C@@H:23]([CH2:22][NH:21][C:19](=[O:20])[CH2:18][S:17][C:14]2[S:15][CH:16]=[C:12]([C:10]([NH:9][NH2:8])=[O:11])[N:13]=2)[CH2:24]1. Reported procedure: The resultant product (4.01 g) of (42-1) was dissolved in methylene chloride (30 mL), trifluoroacetic acid (10 mL) was added, and the mixture was stirred overnight. The reaction mixture was concentrated under reduced pressure, a 1 mol/L aqueous sodium hydroxide solution was added to the residue, and the mixture was extracted with chloroform. The extract was washed with saturated brine, dried over anhydrous sodium sulfate, and the solvent was evaporated under reduced pressure. The obtained residu... Starting materials: C(#N)[BH3-].[Na+] (Sodium cyanoborohydride), CC1(OC2=C(C1)C=CC=C2C(C2=CC=C(C(=O)N(CC)CC)C=C2)N2CCNCC2)C (4-[(2,2-dimethyl-2,3-dihydro-1-benzofuran-7-yl)(1-piperazinyl)methyl]-N,N-diethylbenzamide), N1=C(C=CC=C1)C=O (2-pyridine carboxaldehyde), CC(=O)O (HOAc). The solvent is CO (MeOH). Run at temperature 25 celsius, time 48 hour. Yields the product title compound 9, CC1(OC2=C(C1)C=CC=C2C(C2=CC=C(C(=O)N(CC)CC)C=C2)N2CCN(CC2)CC2=NC=CC=C2)C (4-{(2,2-dimethyl-2,3-dihydro-1-benzofuran-7-yl)[4-(2-pyridinylmethyl)-1-piperazinyl]methyl}-N,N-diethylbenzamide). Yield: 1883.0%. As a reaction SMILES: [CH3:1][C:2]1([CH3:31])[CH2:6][C:5]2[CH:7]=[CH:8][CH:9]=[C:10]([CH:11]([N:25]3[CH2:30][CH2:29][NH:28][CH2:27][CH2:26]3)[C:12]3[CH:24]=[CH:23][C:15]([C:16]([N:18]([CH2:21][CH3:22])[CH2:19][CH3:20])=[O:17])=[CH:14][CH:13]=3)[C:4]=2[O:3]1.[N:32]1[CH:37]=[CH:36][CH:35]=[CH:34][C:33]=1[CH:38]=O.CC(O)=O.C([BH3-])#N.[Na+]>CO>[CH3:31][C:2]1([CH3:1])[CH2:6][C:5]2[CH:7]=[CH:8][CH:9]=[C:10]([CH:11]([N:25]3[CH2:26][CH2:27][N:28]([CH2:38][C:33]4[CH:34]=[CH:35][CH:36]=[CH:37][N:32]=4)[CH2:29][CH2:30]3)[C:12]3[CH:24]=[CH:23][C:15]([C:16]([N:18]([CH2:21][CH3:22])[CH2:19][CH3:20])=[O:17])=[CH:14][CH:13]=3)[C:4]=2[O:3]1 |f:3.4|. Reported procedure: The title compound 9 was prepared by dissolving compound 5 (0.45 g, 0.98 mmol) in MeOH (10 mL) with 2-pyridine carboxaldehyde (110 μL, 1.18 mmol) and HOAc (3 μL, 50 μmol). Sodium cyanoborohydride (70 mg, 1.18 mmol) was added at 0° C. and reaction stirred 48 h at 25° C. Reaction was worked up by concentration in vacuo, extraction (CH2Cl2/K2CO3(aq)) and chromatography by reverse phase HPLC to give the title compound 9,461 mg(63%). Reactants: O=C([O-])[O-], CN(C)C=O, O=C1CCc2cc(F)ccc21, [K+], [K+], OCC(F)(F)F. Product: O=C1CCc2ccccc21. Reaction SMILES: [C:18](=[O:19])([O-:20])[O-:21].[CH3:24][N:25]([CH3:26])[CH:27]=[O:28].[F:7][c:8]1[cH:9][c:10]2[c:14]([cH:15][cH:16]1)[C:13](=[O:17])[CH2:12][CH2:11]2.[K+:22].[K+:23].[OH:1][CH2:2][C:3]([F:4])([F:5])[F:6]>>[cH:8]1[cH:9][c:10]2[c:14]([cH:15][cH:16]1)[C:13](=[O:17])[CH2:12][CH2:11]2. The reactants are CN(C=O)C (N,N-dimethylformamide), CC=1C=CC(=NC1)C=1C=C(C(=O)OC)C=C(C1)B1OC(C(O1)(C)C)(C)C (methyl 3-(5-methylpyridin-2-yl)-5-(4,4,5,5-tetramethyl-1,3,2-dioxaborolan-2-yl)benzoate), BrC1=C(C=CC=C1C(F)(F)F)F (2-bromo-1-fluoro-3-(trifluoromethyl)benzene), C([O-])([O-])=O.[Cs+].[Cs+] (cesium carbonate), O (Water). Reagents/catalysts: [I-].C(CCC)[N+](CCCC)(CCCC)CCCC (tetra-n-butylammonium iodide). Yields the product FC1=C(C(=CC=C1)C(F)(F)F)C1=CC(=CC(=C1)C1=NC=C(C=C1)C)C(=O)OC (Methyl 2′-fluoro-5-(5-methylpyridin-2-yl)-6′-(trifluoromethyl)biphenyl-3-carboxylate). As a reaction SMILES: [CH3:1][C:2]1[CH:3]=[CH:4][C:5]([C:8]2[CH:9]=[C:10]([CH:15]=[C:16](B3OC(C)(C)C(C)(C)O3)[CH:17]=2)[C:11]([O:13][CH3:14])=[O:12])=[N:6][CH:7]=1.Br[C:28]1[C:33]([C:34]([F:37])([F:36])[F:35])=[CH:32][CH:31]=[CH:30][C:29]=1[F:38].C(=O)([O-])[O-].[Cs+].[Cs+].O.CN(C)C=O>[I-].C([N+](CCCC)(CCCC)CCCC)CCC>[F:38][C:29]1[CH:30]=[CH:31][CH:32]=[C:33]([C:34]([F:35])([F:36])[F:37])[C:28]=1[C:16]1[CH:17]=[C:8]([C:5]2[CH:4]=[CH:3][C:2]([CH3:1])=[CH:7][N:6]=2)[CH:9]=[C:10]([C:11]([O:13][CH3:14])=[O:12])[CH:15]=1 |f:2.3.4,7.8|. Procedure: In a 5 mL microwave vial, methyl 3-(5-methylpyridin-2-yl)-5-(4,4,5,5-tetramethyl-1,3,2-dioxaborolan-2-yl)benzoate (300.0 mg, 0.8493 mmol), 2-bromo-1-fluoro-3-(trifluoromethyl)benzene (412.8 mg, 1.699 mmol), cesium carbonate (1384 mg, 4.247 mmol), tetra-n-butylammonium iodide (313.7 mg, 0.8493 mmol), and POPd (42.61 mg, 0.08493 mmol) were dissolved in Water (0.6 mL, 40 mmol) and N,N-dimethylformamide (3 mL, 40 mmol). The reaction mixture was microwaved for 10 mins at 150 degrees. The reaction mix... The product is BrC1=CC(=C(C#N)C(=C1)OC)F (4-bromo-2-fluoro-6-methoxybenzonitrile). RXN SMILES: [CH3:1][OH:2].[Br:3][C:4]1[CH:11]=[C:10](F)[C:7]([C:8]#[N:9])=[C:6]([F:13])[CH:5]=1.C[Si]([N-][Si](C)(C)C)(C)C.[Na+]>C1COCC1.[Cl-].[Na+].O>[Br:3][C:4]1[CH:11]=[C:10]([O:2][CH3:1])[C:7]([C:8]#[N:9])=[C:6]([F:13])[CH:5]=1 |f:2.3,5.6.7|. Reactants: CO (methanol), BrC1=CC(=C(C#N)C(=C1)F)F (4-bromo-2,6-difluorobenzonitrile), C[Si](C)(C)[N-][Si](C)(C)C.[Na+] (NaHMDS). The solvent is [Cl-].[Na+].O (brine), C1CCOC1 (THF). Run at time 8 hour. Procedure: To methanol (0.28 mL, 6.9 mmol) and 4-bromo-2,6-difluorobenzonitrile (1500 mg, 6.88 mmol) in THF (34 mL) was added NaHMDS (6.88 mL, 1.0 M in THF, 6.88 mmol) at 0° C. The reaction mixture was stirred at rt overnight, and diluted with brine, extracted with EtOAc. The organic layer was dried, and evaporated. The crude product was purified by column chromatography (0-30% EtOAc/Hex) to give 4-bromo-2-fluoro-6-methoxybenzonitrile. Reactants: O (water), C([O-])([O-])=O.[K+].[K+] (potassium carbonate), IC (iodomethane), C(C1=CC=CC=C1)(=O)OC\C=C\C1=CC=2N=CN=C(C2N1)OC1=CC=CC=C1 ((2E)-3-(4-Phenoxy-5H-pyrrolo[3,2-d]pyrimidin-6-yl)-2-propenyl benzoate). Run in CN(C=O)C (N,N-dimethylformamide). Conditions: time 4 hour. Product: C(C1=CC=CC=C1)(=O)OC\C=C\C1=CC=2N=CN=C(C2N1C)OC1=CC=CC=C1 ((2E)-3-(5-methyl-4-phenoxy-5H-pyrrolo[3,2-d]pyrimidin-6-yl)-2-propenyl benzoate). Yield: 58.0%. Reaction SMILES: [C:1]([O:9][CH2:10]/[CH:11]=[CH:12]/[C:13]1[NH:21][C:20]2[C:19]([O:22][C:23]3[CH:28]=[CH:27][CH:26]=[CH:25][CH:24]=3)=[N:18][CH:17]=[N:16][C:15]=2[CH:14]=1)(=[O:8])[C:2]1[CH:7]=[CH:6][CH:5]=[CH:4][CH:3]=1.[C:29](=O)([O-])[O-].[K+].[K+].IC.O>CN(C)C=O>[C:1]([O:9][CH2:10]/[CH:11]=[CH:12]/[C:13]1[N:21]([CH3:29])[C:20]2[C:19]([O:22][C:23]3[CH:28]=[CH:27][CH:26]=[CH:25][CH:24]=3)=[N:18][CH:17]=[N:16][C:15]=2[CH:14]=1)(=[O:8])[C:2]1[CH:7]=[CH:6][CH:5]=[CH:4][CH:3]=1 |f:1.2.3|. Procedure details: (2E)-3-(4-Phenoxy-5H-pyrrolo[3,2-d]pyrimidin-6-yl)-2-propenyl benzoate (500 mg) was dissolved in N,N-dimethylformamide (4 mL), and potassium carbonate (279 mg) and iodomethane (0.1 mL) were sequentially added. After stirring at room temperature for 4 hrs, water (30 mL) was added to the reaction mixture and the mixture was extracted with ethyl acetate (100 mL), dried over magnesium sulfate and concentrated under reduced pressure. The residue was separated and purified by basic silica gel column c...